This data is from the Open Reaction Database (ORD), a public repository of structured organic reaction records. The task is: describe an organic reaction: reactants, conditions, products, and yield Product: C(C)(C)(C)OC(=O)N1CCN(CC1)C=1C(=NC=CC1)C1=CC=C(C=C1)F (4-[2-(4-fluorophenyl)-pyridin-3-yl]-piperazine-1-carboxylic acid t-butyl ester). Procedure details: Dissolve 4-(2-chloropyridin-3-yl)-piperazine-1-carboxylic acid t-butyl ester (2.7 g, 9.1 mmol) in toluene (30 mL). Add 4-fluorophenylboronic acid (1.92 g, 13.70 mmol) followed by bis(dibenzylideneacetone)palladium(0) (0.42 g, 0.46 mmol), 1,2,3,4,5-pentaphenyl-1′-(di-t-butylphosphino)ferrocene (CTC-Q-PHOS) (0.65 g, 0.91 mmol) and potassium phosphate (5.8 g, 27.3 mmol). Heat the reaction mixture at 100° C. for 23 hr. Cool to room temperature, concentrate and partition the residue between ethyl ace... Reactants: P(=O)([O-])([O-])[O-].[K+].[K+].[K+] (potassium phosphate), FC1=CC=C(C=C1)B(O)O (4-fluorophenylboronic acid), C(C)(C)(C)OC(=O)N1CCN(CC1)C=1C(=NC=CC1)Cl (4-(2-chloropyridin-3-yl)-piperazine-1-carboxylic acid t-butyl ester). Reaction conditions: temperature 100 celsius. The yield is 28.0%. As a reaction SMILES: [C:1]([O:5][C:6]([N:8]1[CH2:13][CH2:12][N:11]([C:14]2[C:15](Cl)=[N:16][CH:17]=[CH:18][CH:19]=2)[CH2:10][CH2:9]1)=[O:7])([CH3:4])([CH3:3])[CH3:2].[F:21][C:22]1[CH:27]=[CH:26][C:25](B(O)O)=[CH:24][CH:23]=1.P([O-])([O-])([O-])=O.[K+].[K+].[K+]>C1(C)C=CC=CC=1.C1C=CC(/C=C/C(/C=C/C2C=CC=CC=2)=O)=CC=1.C1C=CC(/C=C/C(/C=C/C2C=CC=CC=2)=O)=CC=1.[Pd].C1([C-]2C(C3C=CC=CC=3)=C(C3C=CC=CC=3)C(C3C=CC=CC=3)=C2C2C=CC=CC=2)C=CC=CC=1.C(P(C(C)(C)C)[C-]1C=CC=C1)(C)(C)C.[Fe+2]>[C:1]([O:5][C:6]([N:8]1[CH2:13][CH2:12][N:11]([C:14]2[C:15]([C:25]3[CH:26]=[CH:27][C:22]([F:21])=[CH:23][CH:24]=3)=[N:16][CH:17]=[CH:18][CH:19]=2)[CH2:10][CH2:9]1)=[O:7])([CH3:4])([CH3:3])[CH3:2] |f:2.3.4.5,7.8.9,10.11.12|. The reagents and catalysts are C=1C=CC(=CC1)/C=C/C(=O)/C=C/C2=CC=CC=C2.C=1C=CC(=CC1)/C=C/C(=O)/C=C/C2=CC=CC=C2.[Pd] (bis(dibenzylideneacetone)palladium(0)), C1(=CC=CC=C1)[C-]1C(=C(C(=C1C1=CC=CC=C1)C1=CC=CC=C1)C1=CC=CC=C1)C1=CC=CC=C1.C(C)(C)(C)P([C-]1C=CC=C1)C(C)(C)C.[Fe+2] (1,2,3,4,5-pentaphenyl-1′-(di-t-butylphosphino)ferrocene). Solvent: C1(=CC=CC=C1)C (toluene). The reactants are C1CCOC1, Cc1cc(-c2ccc(C(F)(F)F)cc2)cc(-c2cccc(-c3cccc(S(=O)(=O)Cl)c3)n2)n1, COCCN, CCOC(C)=O. The product is COCCNS(=O)(=O)c1cccc(-c2cccc(-c3cc(-c4ccc(C(F)(F)F)cc4)cc(C)n3)n2)c1. Reaction SMILES: [CH2:39]1[O:40][CH2:41][CH2:42][CH2:43]1.[CH3:1][c:2]1[cH:3][c:4](-[c:24]2[cH:25][cH:26][c:27]([C:30]([F:31])([F:32])[F:33])[cH:28][cH:29]2)[cH:5][c:6](-[c:8]2[n:9][c:10](-[c:14]3[cH:15][c:16]([S:20](=[O:21])(=[O:22])[Cl:23])[cH:17][cH:18][cH:19]3)[cH:11][cH:12][cH:13]2)[n:7]1.[CH3:34][O:35][CH2:36][CH2:37][NH2:38].[CH3:44][CH2:45][O:46][C:47]([CH3:48])=[O:49]>>[CH3:1][c:2]1[cH:3][c:4](-[c:24]2[cH:25][cH:26][c:27]([C:30]([F:31])([F:32])[F:33])[cH:28][cH:29]2)[cH:5][c:6](-[c:8]2[n:9][c:10](-[c:14]3[cH:15][c:16]([S:20](=[O:21])(=[O:22])[NH:38][CH2:37][CH2:36][O:35][CH3:34])[cH:17][cH:18][cH:19]3)[cH:11][cH:12][cH:13]2)[n:7]1. Starting materials: C[O-].[Na+] (sodium methoxide), Teflon, ClC1=NC=CC(=N1)C1=C(N=C2N1C=CC(=C2)C(F)(F)F)C=2C=C(C(=O)NC1=C(C=CC=C1F)F)C=CC2 (3-[3-(2-chloro-4-pyrimidinyl)-7-(trifluoromethyl)imidazo[1,2-a]pyridin-2-yl]-N-(2,6-difluorophenyl)benzamide), N1(CCCCC1)C1CCN(CC1)C1=CC(=C(N)C=C1)OC (4-(1,4′-bipiperidin-1′-yl)-2-(methyloxy)aniline), O.C1(=CC=C(C=C1)S(=O)(=O)O)C (p-toluenesulfonic acid monohydrate). Run in C(Cl)Cl (DCM), CO (MeOH), CCCCCC (hexane), FC(CO)(F)F (2,2,2-trifluoroethanol). Reaction conditions: temperature 145 celsius. Yields the product N1(CCCCC1)C1CCN(CC1)C1=CC(=C(C=C1)NC1=NC=CC(=N1)C1=C(N=C2N1C=CC(=C2)C(F)(F)F)C=2C=C(C(=O)NC1=C(C=CC=C1F)F)C=CC2)OC (3-[3-(2-{[4-(1,4′-bipiperidin-1′-yl)-2-(methyloxy)phenyl]amino}-4-pyrimidinyl)-7-(trifluoromethyl)imidazo[1,2-a]pyridin-2-yl]-N-(2,6-difluorophenyl)benzamide). Yield: 63.2%. RXN SMILES: Cl[C:2]1[N:7]=[C:6]([C:8]2[N:12]3[CH:13]=[CH:14][C:15]([C:17]([F:20])([F:19])[F:18])=[CH:16][C:11]3=[N:10][C:9]=2[C:21]2[CH:22]=[C:23]([CH:35]=[CH:36][CH:37]=2)[C:24]([NH:26][C:27]2[C:32]([F:33])=[CH:31][CH:30]=[CH:29][C:28]=2[F:34])=[O:25])[CH:5]=[CH:4][N:3]=1.[N:38]1([CH:44]2[CH2:49][CH2:48][N:47]([C:50]3[CH:56]=[CH:55][C:53]([NH2:54])=[C:52]([O:57][CH3:58])[CH:51]=3)[CH2:46][CH2:45]2)[CH2:43][CH2:42][CH2:41][CH2:40][CH2:39]1.O.C1(C)C=CC(S(O)(=O)=O)=CC=1.C[O-].[Na+]>FC(F)(F)CO.CO.C(Cl)Cl.CCCCCC>[N:38]1([CH:44]2[CH2:49][CH2:48][N:47]([C:50]3[CH:56]=[CH:55][C:53]([NH:54][C:2]4[N:7]=[C:6]([C:8]5[N:12]6[CH:13]=[CH:14][C:15]([C:17]([F:19])([F:20])[F:18])=[CH:16][C:11]6=[N:10][C:9]=5[C:21]5[CH:22]=[C:23]([CH:35]=[CH:36][CH:37]=5)[C:24]([NH:26][C:27]5[C:28]([F:34])=[CH:29][CH:30]=[CH:31][C:32]=5[F:33])=[O:25])[CH:5]=[CH:4][N:3]=4)=[C:52]([O:57][CH3:58])[CH:51]=3)[CH2:46][CH2:45]2)[CH2:43][CH2:42][CH2:41][CH2:40][CH2:39]1 |f:2.3,4.5|. Procedure details: To 3-[3-(2-chloro-4-pyrimidinyl)-7-(trifluoromethyl)imidazo[1,2-a]pyridin-2-yl]-N-(2,6-difluorophenyl)benzamide (Example 189, step A) (110 mg, 0.21 mmol) and 4-(1,4′-bipiperidin-1′-yl)-2-(methyloxy)aniline (Example 22, step C) (54 mg, 0.19 mmol) in 2,2,2-trifluoroethanol (2 mL) was added p-toluenesulfonic acid monohydrate (95 mg, 0.50 mmol). The mixture was stirred and heated on a microwave at 145° C. for 40 min, then cooled to rt. The mixture was neutralized with 0.5M sodium methoxide in MeOH. ... Reactants: step-ii, COC1=C(C=C(C=C1)B1OC(C(O1)(C)C)(C)C)NS(=O)(=O)C1CC1 (N-(2-methoxy-5-(4,4,5,5-tetramethyl-1,3,2-dioxaborolan-2-yl)phenyl)cyclopropanesulfonamide), BrC=1C=C2C(=NC1)N(C=C2C=2C=NN(C2)CC2=CC(=CC=C2)F)S(=O)(=O)C2=CC=C(C)C=C2 (5-bromo-3-(1-(3-fluorobenzyl)-1H-pyrazol-4-yl)-1-tosyl-1H-pyrrolo[2,3-b]pyridine), COC1=C(C=C(C=C1)B1OC(C(O1)(C)C)(C)C)NS(=O)(=O)C1CC1 (N-(2-methoxy-5-(4,4,5,5-tetramethyl-1,3,2-dioxaborolan-2-yl)phenyl)cyclopropanesulfonamide). Reagents/catalysts: Cl[Pd]([P](C1=CC=CC=C1)(C2=CC=CC=C2)C3=CC=CC=C3)([P](C4=CC=CC=C4)(C5=CC=CC=C5)C6=CC=CC=C6)Cl (Pd(PPh3)2Cl2). Run in C1(=CC=CC=C1)C.C(C)O.O (Toluene ethanol water). Yields the product FC=1C=C(CN2N=CC(=C2)C2=CN(C3=NC=C(C=C32)C=3C=CC(=C(C3)NS(=O)(=O)C3CC3)OC)S(=O)(=O)C3=CC=C(C)C=C3)C=CC1 (N-(5-(3-(1-(3-fluorobenzyl)-1H-pyrazol-4-yl)-1-tosyl-1H-pyrrolo[2,3-b]pyridin-5-yl)-2-methoxyphenyl)cyclopropanesulfonamide). Isolated yield 48.1%. RXN SMILES: Br[C:2]1[CH:3]=[C:4]2[C:10]([C:11]3[CH:12]=[N:13][N:14]([CH2:16][C:17]4[CH:22]=[CH:21][CH:20]=[C:19]([F:23])[CH:18]=4)[CH:15]=3)=[CH:9][N:8]([S:24]([C:27]3[CH:33]=[CH:32][C:30]([CH3:31])=[CH:29][CH:28]=3)(=[O:26])=[O:25])[C:5]2=[N:6][CH:7]=1.[CH3:34][O:35][C:36]1[CH:41]=[CH:40][C:39](B2OC(C)(C)C(C)(C)O2)=[CH:38][C:37]=1[NH:51][S:52]([CH:55]1[CH2:57][CH2:56]1)(=[O:54])=[O:53]>Cl[Pd](Cl)([P](C1C=CC=CC=1)(C1C=CC=CC=1)C1C=CC=CC=1)[P](C1C=CC=CC=1)(C1C=CC=CC=1)C1C=CC=CC=1.C1(C)C=CC=CC=1.C(O)C.O>[F:23][C:19]1[CH:18]=[C:17]([CH:22]=[CH:21][CH:20]=1)[CH2:16][N:14]1[CH:15]=[C:11]([C:10]2[C:4]3[C:5](=[N:6][CH:7]=[C:2]([C:39]4[CH:40]=[CH:41][C:36]([O:35][CH3:34])=[C:37]([NH:51][S:52]([CH:55]5[CH2:56][CH2:57]5)(=[O:54])=[O:53])[CH:38]=4)[CH:3]=3)[N:8]([S:24]([C:27]3[CH:28]=[CH:29][C:30]([CH3:31])=[CH:32][CH:33]=3)(=[O:26])=[O:25])[CH:9]=2)[CH:12]=[N:13]1 |f:3.4.5,^1:60,79|. Procedure: Using similar reaction conditions as described in step-ii of example-1, 5-bromo-3-(1-(3-fluorobenzyl)-1H-pyrazol-4-yl)-1-tosyl-1H-pyrrolo[2,3-b]pyridine (Compound of step-i of −9) (150 mg, 2.85 mmol) was coupled with N-(2-methoxy-5-(4,4,5,5-tetramethyl-1,3,2-dioxaborolan-2-yl)phenyl)cyclopropanesulfonamide (intermediate 19) (131 mg, 0.371 mmol), Pd(PPh3)2Cl2 (10 mg, 0.0142 mmol), Toluene/ethanol/water (15/10/5 ml) to afford 120 mg (62.82% yield) of the titled compound. MS: m/z=672.2 (M+1).